This data is from the Open Reaction Database (ORD), a public repository of structured organic reaction records. The task is: describe an organic reaction: reactants, conditions, products, and yield Reactants: NC1=NC=CC2=C1C(=CO2)C=2C=C1CCN(C1=CC2)C(=O)OC(C)(C)C (1,1-dimethylethyl 5-(4-aminofuro[3,2-c]pyridin-3-yl)-2,3-dihydro-1H-indole-1-carboxylate), Cl (HCl), O1CCOCC1 (dioxane). The product is N1CCC2=CC(=CC=C12)C1=COC2=C1C(=NC=C2)N (3-(2,3-dihydro-1H-indol-5-yl)furo[3,2-c]pyridin-4-amine). Yield: 96.3%. Reported procedure: A mixture of 1,1-dimethylethyl 5-(4-aminofuro[3,2-c]pyridin-3-yl)-2,3-dihydro-1H-indole-1-carboxylate (1.04 g, 2.96 mmol) and HCl, 4.0 M in dioxane (15 mL, 60.0 mmol) was stirred at room temperature under Nitrogen for 4.5 hr. The reaction mixture was then concentrated in vacuo to give 3-(2,3-dihydro-1H-indol-5-yl)furo[3,2-c]pyridin-4-amine (973 mg, 2.85 mmol, 96% yield) dihydrochloride (2HCl) as an off-white solid. LC/MS (ES) m/z=252 [M+H]+. RXN SMILES: [NH2:1][C:2]1[C:7]2[C:8]([C:11]3[CH:12]=[C:13]4[C:17](=[CH:18][CH:19]=3)[N:16](C(OC(C)(C)C)=O)[CH2:15][CH2:14]4)=[CH:9][O:10][C:6]=2[CH:5]=[CH:4][N:3]=1.Cl.O1CCOCC1>>[NH:16]1[C:17]2[C:13](=[CH:12][C:11]([C:8]3[C:7]4[C:2]([NH2:1])=[N:3][CH:4]=[CH:5][C:6]=4[O:10][CH:9]=3)=[CH:19][CH:18]=2)[CH2:14][CH2:15]1. Reaction conditions: time 4.5 hour. Starting materials: OC1=CC=C(C=C1)C1=CC=C(C=C1)C(C)OCCC ((+)-4-hydroxy-4'-(1-propoxyethyl)-biphenyl), CO (methanol), [OH-].[Na+] (sodium hydroxide), Cl (hydrochloric acid). The solvent is O (water). Run at time 2 hour. Yields the product C(C1=CC=CC=C1)OC1=CC=C(C=C1)C1=CC=C(C=C1)C(C)O ((-)-4-benzyloxy-4'-(1-hydroxyethyl)biphenyl). Yield: 99.0%. As a reaction SMILES: O[C:2]1[CH:7]=[CH:6][C:5]([C:8]2[CH:13]=[CH:12][C:11]([CH:14](OCCC)[CH3:15])=[CH:10][CH:9]=2)=[CH:4][CH:3]=1.[CH3:20][OH:21].[OH-:22].[Na+].Cl>O>[CH2:20]([O:21][C:2]1[CH:3]=[CH:4][C:5]([C:8]2[CH:9]=[CH:10][C:11]([CH:14]([OH:22])[CH3:15])=[CH:12][CH:13]=2)=[CH:6][CH:7]=1)[C:2]1[CH:7]=[CH:6][CH:5]=[CH:4][CH:3]=1 |f:2.3|. Procedure details: 3.45 g (0.01 mol) of unreacted ester (-)-4-benzyloxy-4'-(1-acetoxyethyl)biphenyl obtained in Example 12 was added into a mixture of 50 ml of methanol and 25 ml of a 20% sodium hydroxide solution and stirred at 30°-40° C. for 2 hours. The reaction mixture was added with 200 ml of water, adjusted to pH 4 with 4N hydrochloric acid and extracted with 500 ml of ether. The organic layer was washed with water and concentrated under reduced pressure to give 3.0 g (99% yield) of (-)-4-benzyloxy-4'-(1-hyd...